This data is from the Open Reaction Database (ORD), a public repository of structured organic reaction records. The task is: describe an organic reaction: reactants, conditions, products, and yield The reactants are ClCCCOc1ccc(CC2CCC3(CC2)OCCO3)cc1, Cl, C1CCOC1. Yields the product O=C1CCC(Cc2ccc(OCCCCl)cc2)CC1. Reaction SMILES: [Cl:1][CH2:2][CH2:3][CH2:4][O:5][c:6]1[cH:7][cH:8][c:9]([CH2:10][CH:11]2[CH2:12][CH2:13][C:14]3([O:15][CH2:18][CH2:17][O:16]3)[CH2:19][CH2:20]2)[cH:21][cH:22]1.[ClH:23].[O:24]1[CH2:25][CH2:26][CH2:27][CH2:28]1>>[Cl:1][CH2:2][CH2:3][CH2:4][O:5][c:6]1[cH:7][cH:8][c:9]([CH2:10][CH:11]2[CH2:12][CH2:13][C:14](=[O:15])[CH2:19][CH2:20]2)[cH:21][cH:22]1.